This data is from the Open Reaction Database (ORD), a public repository of structured organic reaction records. The task is: describe an organic reaction: reactants, conditions, products, and yield Starting materials: ClC1=CC=C(CC2=NC(=NN2C)C2=C(C=CC=C2F)Cl)C=C1 (5-(4 chlorobenzyl)-3-(2-chloro-6-fluorophenyl)-1-methyl-1H-1,2,4-triazole), [H-].[Na+] (sodiumhydride), O (water), CI (methyl iodide). Run in CN(C=O)C (N,N-dimethylformamide). Reaction conditions: time 30 minute. The product is ClC1=CC=C(C(C)C2=NC(=NN2C)C2=C(C=CC=C2F)Cl)C=C1 (5-(4-chloro-α-methylbenzyl)-3-(2-chloro-6-fluorophenyl)-1-methyl-1H-1,2,4-triazole). The yield is 96.5%. RXN SMILES: [Cl:1][C:2]1[CH:22]=[CH:21][C:5]([CH2:6][C:7]2[N:11]([CH3:12])[N:10]=[C:9]([C:13]3[C:18]([F:19])=[CH:17][CH:16]=[CH:15][C:14]=3[Cl:20])[N:8]=2)=[CH:4][CH:3]=1.[H-].[Na+].[CH3:25]I.O>CN(C)C=O>[Cl:1][C:2]1[CH:22]=[CH:21][C:5]([CH:6]([C:7]2[N:11]([CH3:12])[N:10]=[C:9]([C:13]3[C:18]([F:19])=[CH:17][CH:16]=[CH:15][C:14]=3[Cl:20])[N:8]=2)[CH3:25])=[CH:4][CH:3]=1 |f:1.2|. Reported procedure: To a solution of 1.0 g of 5-(4 chlorobenzyl)-3-(2-chloro-6-fluorophenyl)-1-methyl-1H-1,2,4-triazole in 10 ml of N,N-dimethylformamide at 0° C. was added 0.13 g of 60% sodiumhydride. After stirring at room temperature for 30 minutes, 0.42 g of methyl iodide added dropwise to the solution at 0° C. The reaction mixture was stirred at the same temperature for 1 hour and then at room temperature for 2 hours, poured into iced water and extracted with ethyl acetate. The ethyl acetate layer was washed w...